Task: describe an organic reaction: reactants, conditions, products, and yield. Dataset: the Open Reaction Database (ORD), a public repository of structured organic reaction records Product: COC(=O)C=1C=C2C(=C(NC2=CC1)O)C=1C2=C(N=CN1)SC=C2 (2-Hydroxy-3-thieno[2,3-d]pyrimidin-4-yl-1H-indole-5-carboxylic acid methyl ester). Procedure details: Sodium tert-butoxide (40.3 mg, 0.42 mmol) and methyl 2-oxo-5-indolinecarboxylate (17.6 mg, 0.092 mmol) in N-methylpyrrolidinone (1 mL) under nitrogen atmosphere were stirred for 5 min at room temperature. A solution of 4-chlorothieno[2,3-d]pyrimidine (0.1 mL, 0.84 M, corresponding to 14.3 mg, 0.084 mmol) in N-methylpyrrolidinone was added and the reaction mixture was stirred at room temperature over night. The reaction mixture was diluted with water (20 mL) and acidified with hydrochloric acid (... RXN SMILES: CC(C)([O-])C.[Na+].[O:7]=[C:8]1[CH2:16][C:15]2[C:10](=[CH:11][CH:12]=[C:13]([C:17]([O:19][CH3:20])=[O:18])[CH:14]=2)[NH:9]1.Cl[C:22]1[C:23]2[CH:30]=[CH:29][S:28][C:24]=2[N:25]=[CH:26][N:27]=1.Cl>CN1CCCC1=O.O>[CH3:20][O:19][C:17]([C:13]1[CH:14]=[C:15]2[C:10](=[CH:11][CH:12]=1)[NH:9][C:8]([OH:7])=[C:16]2[C:22]1[C:23]2[CH:30]=[CH:29][S:28][C:24]=2[N:25]=[CH:26][N:27]=1)=[O:18] |f:0.1|. Isolated yield 36.6%. The reactants are ClC=1C2=C(N=CN1)SC=C2 (4-chlorothieno[2,3-d]pyrimidine), Cl (hydrochloric acid), CC(C)([O-])C.[Na+] (Sodium tert-butoxide), O=C1NC2=CC=C(C=C2C1)C(=O)OC (methyl 2-oxo-5-indolinecarboxylate). Solvent: CN1C(CCC1)=O (N-methylpyrrolidinone), O (water), CN1C(CCC1)=O (N-methylpyrrolidinone). Reactants: FC=1C=C(C=CC1O)CC(=O)O ((3-fluoro-4-hydroxyphenyl)acetic acid), C(CCC)N1C(N(C(C=2NC(=NC12)Cl)=O)CCC/C(/NO)=N/[H])=O ((1Z)-4-(3-Butyl-8-chloro-2,6-dioxo-2,3,6,7-tetrahydro-1H-purin-1-yl)-N-hydroxybutanimidamide). Solvent: CN(C)C=O (DMF). Conditions: temperature 140 celsius. Product: C(CCC)N1C(N(C(C=2NC(=NC12)Cl)=O)CCCC1=NOC(=N1)CC1=CC(=C(C=C1)O)F)=O (3-Butyl-8-chloro-1-(3-{5-[(3-fluoro-4-hydroxyphenyl)methyl]-1,2,4-oxadiazol-3-yl}propyl)-3,7-dihydro-1H-purine-2,6-dione), solid. Yield: 12.0%. Reaction SMILES: [F:1][C:2]1[CH:3]=[C:4]([CH2:9][C:10]([OH:12])=O)[CH:5]=[CH:6][C:7]=1[OH:8].[CH2:13]([N:17]1[C:25]2[N:24]=[C:23]([Cl:26])[NH:22][C:21]=2[C:20](=[O:27])[N:19]([CH2:28][CH2:29][CH2:30]/[C:31](=[N:34]/[H])/[NH:32]O)[C:18]1=[O:36])[CH2:14][CH2:15][CH3:16]>CN(C=O)C>[CH2:13]([N:17]1[C:25]2[N:24]=[C:23]([Cl:26])[NH:22][C:21]=2[C:20](=[O:27])[N:19]([CH2:28][CH2:29][CH2:30][C:31]2[N:32]=[C:10]([CH2:9][C:4]3[CH:5]=[CH:6][C:7]([OH:8])=[C:2]([F:1])[CH:3]=3)[O:12][N:34]=2)[C:18]1=[O:36])[CH2:14][CH2:15][CH3:16]. Procedure details: A mixture of (3-fluoro-4-hydroxyphenyl)acetic acid (27 mg, 0.16 mmol) in DMF (1.5 ml) was treated with CDl (26 mg, 0.16 mmol) and left to react for 45 min. (1Z)-4-(3-Butyl-8-chloro-2,6-dioxo-2,3,6,7-tetrahydro-1H-purin-1-yl)-N-hydroxybutanimidamide (60 mg, 0.18 mmol) was added and the mixture heated in the microwave at 140° C. for 15 min. After cooling, the reaction was partitioned between 2M HCl (aq) and EtOAc. The organic layer was separated then concentrated and purified by MDAP. The title co... Starting materials: CC1=CC=2C(C3=CC=CC=C3C2C=C1)C(=O)O (2-methyl-9-fluorenecarboxylic acid). Solvent: C1CCOC1 (THF), C1CCOC1 (THF). Reaction conditions: time 8 hour. Product: CC1=CC=2C(C3=CC=CC=C3C2C=C1)CO (2-methyl-9-fluorenemethanol). Isolated yield 80.7%. Reaction SMILES: [CH3:1][C:2]1[CH:14]=[CH:13][C:12]2[C:11]3[C:6](=[CH:7][CH:8]=[CH:9][CH:10]=3)[CH:5]([C:15](O)=[O:16])[C:4]=2[CH:3]=1>C1COCC1>[CH3:1][C:2]1[CH:14]=[CH:13][C:12]2[C:11]3[C:6](=[CH:7][CH:8]=[CH:9][CH:10]=3)[CH:5]([CH2:15][OH:16])[C:4]=2[CH:3]=1. Procedure: A solution of 2-methyl-9-fluorenecarboxylic acid (6 g, 26.8 mmol) in 300 mL of THF at 0° C. was charged with IM THF solution of BH3-THF complex (53.5 mL, 53.5 mmol). The reaction mixture was stirred overnight then quenched with 30 mL of 10% acetic acid in methanol and diluted with 300 mL of water. The layers were separated, the aqueous phase was extracted with ethyl acetate (3×50 mL), the combined extracts were dried over magnesium sulfate and evaporated to give colorless oil. Crystallization wa...